Dataset: the Open Reaction Database (ORD), a public repository of structured organic reaction records. Task: describe an organic reaction: reactants, conditions, products, and yield The reactants are CN1C(NN=C1)=O (4-methyl-2,4-dihydro-[1,2,4]triazol-3-one), ICC1=NN=C(N1C)S(=O)(=O)C (3-iodomethyl-5-methanesulfonyl-4-methyl-4H-[1,2,4]triazole), ethyl hydroxy acetate, CNC(NN)=S (4-methyl-3-thiosemicarbazide). Product: C(C)C=1N(C(NN1)=S)C (5-ethyl-4-methyl-2,4-dihydro-[1,2,4]triazole-3-thione). Reaction SMILES: [CH3:1]N1C=NNC1=O.I[CH2:9][C:10]1[N:14]([CH3:15])[C:13]([S:16](C)(=O)=O)=[N:12][N:11]=1.CNC(=S)NN>>[CH2:9]([C:10]1[N:14]([CH3:15])[C:13](=[S:16])[NH:12][N:11]=1)[CH3:1]. Reported procedure: Introduction of the 4-methyl-2,4-dihydro-[1,2,4]triazol-3-one moiety is accomplished by O-alkylation of A-5 with 3-iodomethyl-5-methanesulfonyl-4-methyl-4H-[1,2,4]triazole which is prepared as depicted in SCHEME B. Condensation of ethyl hydroxy acetate and 4-methyl-3-thiosemicarbazide afforded 5-ethyl-4-methyl-2,4-dihydro-[1,2,4]triazole-3-thione (B-3) which is S-alkylated (step 2), converted to the chloromethyl compound (step 3), oxidized to the sulfone (step 4) and converted to the desired iod...